This data is from the Open Reaction Database (ORD), a public repository of structured organic reaction records. The task is: describe an organic reaction: reactants, conditions, products, and yield The reactants are O=C(c1c(F)ccc(N(Cc2ccccc2)Cc2ccccc2)c1F)c1c[nH]c2ncc(-c3cccnc3)cc12, CC(C)[Si](Cl)(C(C)C)C(C)C, [H-], [Na+], C1CCOC1, O. Product: CC(C)[Si](C(C)C)(C(C)C)n1cc(C(=O)c2c(F)ccc(N(Cc3ccccc3)Cc3ccccc3)c2F)c2cc(-c3cccnc3)cnc21. Reaction SMILES: [CH2:1]([c:2]1[cH:3][cH:4][cH:5][cH:6][cH:7]1)[N:8]([c:9]1[c:10]([F:33])[c:11]([C:16](=[O:17])[c:18]2[cH:19][nH:20][c:21]3[n:22][cH:23][c:24](-[c:27]4[cH:28][n:29][cH:30][cH:31][cH:32]4)[cH:25][c:26]23)[c:12]([F:15])[cH:13][cH:14]1)[CH2:34][c:35]1[cH:36][cH:37][cH:38][cH:39][cH:40]1.[CH:43]([CH3:44])([CH3:45])[Si:46]([CH:47]([CH3:48])[CH3:49])([CH:50]([CH3:51])[CH3:52])[Cl:53].[H-:41].[Na+:42].[O:55]1[CH2:56][CH2:57][CH2:58][CH2:59]1.[OH2:54]>>[CH2:1]([c:2]1[cH:3][cH:4][cH:5][cH:6][cH:7]1)[N:8]([c:9]1[c:10]([F:33])[c:11]([C:16](=[O:17])[c:18]2[cH:19][n:20]([Si:46]([CH:43]([CH3:44])[CH3:45])([CH:47]([CH3:48])[CH3:49])[CH:50]([CH3:51])[CH3:52])[c:21]3[n:22][cH:23][c:24](-[c:27]4[cH:28][n:29][cH:30][cH:31][cH:32]4)[cH:25][c:26]23)[c:12]([F:15])[cH:13][cH:14]1)[CH2:34][c:35]1[cH:36][cH:37][cH:38][cH:39][cH:40]1. Reactants: COC1=C(C=CC=C1)CCC(=O)O (3-(2-methoxyphenyl)propionic acid), S(O)(O)(=O)=O (sulfuric acid), C(C)O (ethanol). Product: COC1=C(C=CC=C1)CCC(=O)OCC (ethyl 3-(2-methoxyphenyl)propanoate). RXN SMILES: [CH3:1][O:2][C:3]1[CH:8]=[CH:7][CH:6]=[CH:5][C:4]=1[CH2:9][CH2:10][C:11]([OH:13])=[O:12].S(=O)(=O)(O)O.[CH2:19](O)[CH3:20]>>[CH3:1][O:2][C:3]1[CH:8]=[CH:7][CH:6]=[CH:5][C:4]=1[CH2:9][CH2:10][C:11]([O:13][CH2:19][CH3:20])=[O:12]. Procedure details: A solution of 25.0 g (139.0 mmol) 3-(2-methoxyphenyl)propionic acid in 250 mL ethanol is treated at 0° C. with 5.0 mL concentrated sulfuric acid. The reaction mixture is heated to reflux for 2 hr. The reaction mixture is cooled to room temperature and volatiles removed by rotary evaporation. The residue is diluted with 250 mL dichloromethane, washed with 200 mL water, 200 mL sat. NaHCO3, and 200 mL brine. The resulting organic layer is dried over anhydrous Na2SO4 and the solvent removed in vacuo... Starting materials: CC(=O)O[BH-](OC(C)=O)OC(C)=O, C=O, COc1ccc2cc(N3CCC4(CCNCC4)CC3)ccc2c1, CC(Cl)Cl, [Na+]. Yields the product COc1ccc2cc(N3CCC4(CCN(C)CC4)CC3)ccc2c1. Reaction SMILES: [C:26]([O:27][BH-:28]([O:29][C:30](=[O:31])[CH3:32])[O:33][C:34](=[O:35])[CH3:36])(=[O:37])[CH3:38].[CH2:24]=[O:25].[CH3:1][O:2][c:3]1[cH:4][c:5]2[cH:6][cH:7][c:8]([N:13]3[CH2:14][CH2:15][C:16]4([CH2:17][CH2:18]3)[CH2:19][CH2:20][NH:21][CH2:22][CH2:23]4)[cH:9][c:10]2[cH:11][cH:12]1.[Cl:40][CH:41]([Cl:42])[CH3:43].[Na+:39]>>[CH3:1][O:2][c:3]1[cH:4][c:5]2[cH:6][cH:7][c:8]([N:13]3[CH2:14][CH2:15][C:16]4([CH2:17][CH2:18]3)[CH2:19][CH2:20][N:21]([CH3:26])[CH2:22][CH2:23]4)[cH:9][c:10]2[cH:11][cH:12]1. The reactants are COC(CC1=C(NC2=NC=CC=C21)C)=O ((2-methyl-1H-pyrrolo[2,3-b]pyridin-3-yl)-acetic acid methyl ester), C(#N)C1=C(C=C(C=C1)S(=O)(=O)Cl)OCC (4-cyano-3-ethoxy-benzenesulfonyl chloride), [H-].[Na+] (sodium hydride). Run in C1CCOC1.CN(C)C=O (THF DMF), C1CCOC1 (THF), C1CCOC1 (THF). Reaction conditions: temperature 0 celsius, time 1 hour. Yields the product C(#N)C1=C(C=C(C=C1)S(=O)(=O)N1C(=C(C=2C1=NC=CC2)CC(=O)O)C)OCC ([1-(4-Cyano-3-ethoxy-benzenesulfonyl)-2-methyl-1H-pyrrolo[2,3-b]pyridin-3-yl]-acetic acid). As a reaction SMILES: [H-].[Na+].C[O:4][C:5](=[O:17])[CH2:6][C:7]1[C:15]2[C:10](=[N:11][CH:12]=[CH:13][CH:14]=2)[NH:9][C:8]=1[CH3:16].[C:18]([C:20]1[CH:25]=[CH:24][C:23]([S:26](Cl)(=[O:28])=[O:27])=[CH:22][C:21]=1[O:30][CH2:31][CH3:32])#[N:19]>C1COCC1.C1COCC1.CN(C=O)C>[C:18]([C:20]1[CH:25]=[CH:24][C:23]([S:26]([N:9]2[C:10]3=[N:11][CH:12]=[CH:13][CH:14]=[C:15]3[C:7]([CH2:6][C:5]([OH:4])=[O:17])=[C:8]2[CH3:16])(=[O:28])=[O:27])=[CH:22][C:21]=1[O:30][CH2:31][CH3:32])#[N:19] |f:0.1,5.6|. Procedure: To a stirred, ice-cooled (0° C.) suspension of sodium hydride (26.3 mg of a 60% dispersion in mineral oil, 0.686 mmol) in dry THF (10 ml) under an inert atmosphere of Argon is added dropwise (2-methyl-1H-pyrrolo[2,3-b]pyridin-3-yl)-acetic acid methyl ester ((0.1 g, 0.49 mmol) in THF/DMF (4 ml of a 3:1 mixture). The reaction mixture is stirred at 0° C. for 1 hour and then treated with 4-cyano-3-ethoxy-benzenesulfonyl chloride (168 mg, 0.686 mmol) in dry THF (1 ml). Stirring continued at 0° C. for... Reactants: O=C([O-])CCC(=O)[O-], Cc1cccc(C)c1OCC(=O)Cl, CCOC(C)=O, CC(C)(C)OC(=O)NC(Cc1ccccc1)CC(O)C(N)Cc1ccccc1, [Na+], O=C([O-])O, O. Yields the product Cc1cccc(C)c1OCC(=O)NC(Cc1ccccc1)C(O)CC(Cc1ccccc1)NC(=O)OC(C)(C)C. As a reaction SMILES: [C:29]([O-:30])(=[O:31])[CH2:32][CH2:33][C:34]([O-:35])=[O:36].[CH3:42][c:43]1[c:44]([O:45][CH2:46][C:47](=[O:48])[Cl:49])[c:50]([CH3:54])[cH:51][cH:52][cH:53]1.[CH3:55][CH2:56][O:57][C:58]([CH3:59])=[O:60].[NH2:1][CH:2]([CH2:3][c:4]1[cH:5][cH:6][cH:7][cH:8][cH:9]1)[CH:10]([CH2:11][CH:12]([CH2:13][c:14]1[cH:15][cH:16][cH:17][cH:18][cH:19]1)[NH:20][C:21](=[O:22])[O:23][C:24]([CH3:25])([CH3:26])[CH3:27])[OH:28].[Na+:41].[O-:37][C:38]([OH:39])=[O:40].[OH2:61]>>[NH:1]([CH:2]([CH2:3][c:4]1[cH:5][cH:6][cH:7][cH:8][cH:9]1)[CH:10]([CH2:11][CH:12]([CH2:13][c:14]1[cH:15][cH:16][cH:17][cH:18][cH:19]1)[NH:20][C:21](=[O:22])[O:23][C:24]([CH3:25])([CH3:26])[CH3:27])[OH:28])[C:47]([CH2:46][O:45][c:44]1[c:43]([CH3:42])[cH:53][cH:52][cH:51][c:50]1[CH3:54])=[O:48]. The reactants are COC1=CC=CC(=N1)CO ((6-methoxy-pyridin-2-yl)-methanol), S(=O)(Cl)Cl (thionyl chloride), C(O)([O-])=O.[Na+] (sodium hydrogencarbonate). Solvent: ClCCl (dichloromethane). Conditions: time 30 minute. Yields the product ClCC1=NC(=CC=C1)OC (2-Chloromethyl-6-methoxy-pyridine). The yield is 89.5%. As a reaction SMILES: [CH3:1][O:2][C:3]1[N:8]=[C:7]([CH2:9]O)[CH:6]=[CH:5][CH:4]=1.S(Cl)([Cl:13])=O.C(=O)([O-])O.[Na+]>ClCCl>[Cl:13][CH2:9][C:7]1[CH:6]=[CH:5][CH:4]=[C:3]([O:2][CH3:1])[N:8]=1 |f:2.3|. Procedure: To a mixture of dichloromethane (5 mL) and the (6-methoxy-pyridin-2-yl)-methanol (105 mg, 0.75 mmol) described in Manufacturing Example 99-1-1 was added thionyl chloride (82.4 μL, 1.13 mmol), which was stirred for 30 minutes at room temperature. A saturated sodium hydrogencarbonate aqueous solution was added to this reaction mixture, which was then extracted with dichloromethane. The organic layer was separated, washed with water and saturated aqueous sodium chloride, dried over anhydrous magnes...